Dataset: the Open Reaction Database (ORD), a public repository of structured organic reaction records. Task: describe an organic reaction: reactants, conditions, products, and yield Reactants: CCCCO, CCN(C(C)C)C(C)C, Clc1ncc(Cl)c(Nc2cc(C3CC3)[nH]n2)n1, Cc1nc(C(C)N)ccc1F. The product is Cc1nc(C(C)Nc2ncc(Cl)c(Nc3cc(C4CC4)[nH]n3)n2)ccc1F. As a reaction SMILES: [CH2:38]([OH:39])[CH2:40][CH2:41][CH3:42].[CH:29]([N:30]([CH2:31][CH3:32])[CH:33]([CH3:34])[CH3:35])([CH3:36])[CH3:37].[Cl:12][c:13]1[n:14][cH:15][c:16]([Cl:28])[c:17]([NH:19][c:20]2[n:21][nH:22][c:23]([CH:25]3[CH2:26][CH2:27]3)[cH:24]2)[n:18]1.[F:1][c:2]1[cH:3][cH:4][c:5]([CH:9]([CH3:10])[NH2:11])[n:6][c:7]1[CH3:8]>>[F:1][c:2]1[cH:3][cH:4][c:5]([CH:9]([CH3:10])[NH:11][c:13]2[n:14][cH:15][c:16]([Cl:28])[c:17]([NH:19][c:20]3[n:21][nH:22][c:23]([CH:25]4[CH2:26][CH2:27]4)[cH:24]3)[n:18]2)[n:6][c:7]1[CH3:8]. Reactants: C1=CC=CC=2OC3C(=CC=NC=CC21)CCCC3 (6,7,8,9-tetrahydro-5H-dibenz(b,i)(1,6)oxazecine), C=O (formalin), Cl (hydrochloric acid). The solvent is C(=O)O (formic acid). Reaction conditions: temperature 100 celsius. The product is CC1CC2C(=CC=NC=CC3=C(O2)C=CC=C3)CC1 (6,7,8,9-tetrahydro-7-methyl-5H-dibenz(b,i)(1,6)oxazecine). Reaction SMILES: [CH:1]1[C:14]2[CH:13]=[CH:12][N:11]=[CH:10][CH:9]=[C:8]3[CH2:15][CH2:16][CH2:17][CH2:18][CH:7]3[O:6][C:5]=2[CH:4]=[CH:3][CH:2]=1.[CH2:19]=O.Cl>C(O)=O>[CH3:19][CH:17]1[CH2:16][CH2:15][C:8]2=[CH:9][CH:10]=[N:11][CH:12]=[CH:13][C:14]3[CH:1]=[CH:2][CH:3]=[CH:4][C:5]=3[O:6][CH:7]2[CH2:18]1. Procedure details: 1 gram of 6,7,8,9-tetrahydro-5H-dibenz(b,i)(1,6)oxazecine was mixed with 4 ml formic acid and 3.8 ml of 37% formalin. This mixture was heated for 1 hour at 100° C. After cooling 0.5 ml of concentrated hydrochloric acid was added and the reaction mixture was evaporated. The residue was then dissolved in dilute NaOH, and the mixture extracted with ether. The ether extract was washed, dried and evaporated to dryness. Reactants: O=c1n(Cc2ccc(C(F)(F)F)nc2)nc2c(Br)c(Cl)ccn12, CC1(C)OB(c2ccncc2)OC1(C)C, Cc1ccccc1, [Na+], [Na+], O=C([O-])[O-]. The product is O=c1n(Cc2ccc(C(F)(F)F)nc2)nc2c(-c3ccncc3)c(Cl)ccn12. RXN SMILES: [Br:1][c:2]1[c:3]2[n:4]([cH:5][cH:6][c:7]1[Cl:8])[c:9](=[O:23])[n:10]([CH2:12][c:13]1[cH:14][n:15][c:16]([C:19]([F:20])([F:21])[F:22])[cH:17][cH:18]1)[n:11]2.[CH3:24][C:25]1([CH3:26])[C:27]([CH3:28])([CH3:29])[O:30][B:31]([c:32]2[cH:33][cH:34][n:35][cH:36][cH:37]2)[O:38]1.[CH3:39][c:40]1[cH:41][cH:42][cH:43][cH:44][cH:45]1.[Na+:46].[Na+:47].[O-:48][C:49](=[O:50])[O-:51]>>[c:2]1(-[c:32]2[cH:33][cH:34][n:35][cH:36][cH:37]2)[c:3]2[n:4]([cH:5][cH:6][c:7]1[Cl:8])[c:9](=[O:23])[n:10]([CH2:12][c:13]1[cH:14][n:15][c:16]([C:19]([F:20])([F:21])[F:22])[cH:17][cH:18]1)[n:11]2. The reactants are I.CC1N=C(NC1C)SC (4,5-dimethyl-2-(methylthio)-2-imidazoline hydroiodide), 6-formylamino, I.CSC=1NCCN1 (2-(methylthio)-2-imidazoline hydroiodide), NC=1N(C=2N(C(C1N=O)=O)C(C(N2)C)C)CC2=CC=C(C=C2)Cl (7-amino-2,3-dihydro-2,3-dimethyl-8-[(4-chlorphenyl)methyl]-6-nitrosoimidazo[1,2-a]pyrimidin-5(8H)-one). Reaction SMILES: I.[CH3:2]C1C(C)NC(SC)=N1.I.CSC1NCCN=1.[NH2:19][C:20]1[N:21]([CH2:34][C:35]2[CH:40]=[CH:39][C:38]([Cl:41])=[CH:37][CH:36]=2)[C:22]2[N:23]([CH:29]([CH3:33])[CH:30]([CH3:32])[N:31]=2)[C:24](=[O:28])[C:25]=1[N:26]=O>>[Cl:41][C:38]1[CH:39]=[CH:40][C:35]([CH2:34][N:21]2[C:20]3[NH:19][CH:2]=[N:26][C:25]=3[C:24](=[O:28])[N:23]3[CH:29]([CH3:33])[CH:30]([CH3:32])[N:31]=[C:22]23)=[CH:36][CH:37]=1 |f:0.1,2.3|. The product is ClC1=CC=C(C=C1)CN1C=2N(C(C=3N=CNC13)=O)C(C(N2)C)C (4-[(4-Chlorophenyl)Methyl]-6,7-Dihydro-6,7-Dimethyl-3H-Imidazo[1,2-a]Purin-9(4H)-One). Procedure details: Procedure 1 is repeated with substitution of 4,5-dimethyl-2-(methylthio)-2-imidazoline hydroiodide for the 2-(methylthio)-2-imidazoline hydroiodide specified. The resulting 7-amino-2,3-dihydro-2,3-dimethyl-8-[(4-chlorphenyl)methyl]-6-nitrosoimidazo[1,2-a]pyrimidin-5(8H)-one is converted to the corresponding 6-formylamino compound by the method of Procedure 2 and the latter is converted to the desired product by the method of Procedure 4. Reactants: Cl (hydrochloric acid), ClC=1C=CC(=NC1)C1=CC=CC=C1 (5-chloro-2-phenylpyridine), C(C)(C)(C)[Li] (t-butyl lithium), IC1=CC=C(C(=O)OCC)C=C1 (ethyl 4-iodobenzoate), tetrakis (triphenylphosphine)palladium. Reagents/catalysts: [Cl-].[Zn+2].[Cl-] (zinc chloride). The solvent is O1CCCC1 (tetrahydrofuran), O1CCCC1 (tetrahydrofuran). Run at time 1 hour. The product is ClC=1C(=NC(=CC1)C1=CC=CC=C1)C1=CC=C(C(=O)OCC)C=C1 (ethyl 4-(3-chloro-6-phenyl-2-pyridyl)benzoate). Yield: 58.0%. Reaction SMILES: [Cl:1][C:2]1[CH:3]=[CH:4][C:5]([C:8]2[CH:13]=[CH:12][CH:11]=[CH:10][CH:9]=2)=[N:6][CH:7]=1.C([Li])(C)(C)C.I[C:20]1[CH:30]=[CH:29][C:23]([C:24]([O:26][CH2:27][CH3:28])=[O:25])=[CH:22][CH:21]=1.Cl>O1CCCC1.[Cl-].[Zn+2].[Cl-]>[Cl:1][C:2]1[C:7]([C:20]2[CH:30]=[CH:29][C:23]([C:24]([O:26][CH2:27][CH3:28])=[O:25])=[CH:22][CH:21]=2)=[N:6][C:5]([C:8]2[CH:13]=[CH:12][CH:11]=[CH:10][CH:9]=2)=[CH:4][CH:3]=1 |f:5.6.7|. Reported procedure: To a solution (50 ml) of 5-chloro-2-phenylpyridine (3.50 g) in tetrahydrofuran was added dropwise t-butyl lithium (1.7 M solution in pentane, 12.0 ml) under an argon atmosphere at −78° C., and the mixture was stirred for 1 hr. To this mixed solution was added a solution (15 ml) of zinc chloride (3.00 g) in tetrahydrofuran, and the mixture was stirred at 0° C. for 30 min. Then, ethyl 4-iodobenzoate (3.4 ml) and tetrakis (triphenylphosphine)palladium (1.15 g) were added. This mixture was stirred o... Reactants: S(=O)(=O)([O-])[O-].[Mg+2] (magnesium sulphate), C([C@@H]1[C@H]([C@@H]([C@H]([C@@H](O1)O)O)O)O)OP(=O)(O)O (glucose-6-phosphate), C(C(C(C(C(C=O)O)O)O)O)OP(=O)(O)O.[Ba] (G-6-P), C=1N=C(C2=C(N1)N(C=N2)[C@H]3[C@@H]([C@@H]([C@H](O3)COP(=O)(O)OP(=O)(O)OC[C@@H]4[C@H]([C@H]([C@@H](O4)N5C=CCC(=C5)C(=O)N)O)O)O)O)N (NAD), P(O)(=O)(OP(=O)(O)OP(=O)(O)O)OC[C@@H]1[C@H]([C@H]([C@@H](O1)N1C=NC=2C(N)=NC=NC12)O)O (ATP), polyethyleneglycol ether. Yields the product N(CCO)(CCO)CCO (triethanolamine). RXN SMILES: S([O-])([O-])(=O)=O.[Mg+2].C1N=C(N)C2N=CN([C@@H]3[O:20][C@H:19](COP(OP(OC[C@H]4O[C@@H](N5C=C(C(N)=O)CC=C5)[C@H](O)[C@@H]4O)(O)=O)(O)=O)[C@@H](O)[C@H]3O)C=2N=1.P(OC[C@H]1O[C@@H:68]([N:70]2[C:79]3N=CN=C(N)[C:73]=3N=[CH:71]2)[C@H:67]([OH:80])[C@@H]1O)(OP(OP(O)(O)=O)(O)=O)(=O)O.C(OP(O)(O)=O)[C@H]1[O:88][C@@H](O)[C@H](O)[C@@H](O)[C@@H]1O.C(OP(O)(O)=O)C(O)C(O)C(O)C(O)C=O.[Ba]>>[N:70]([CH2:68][CH2:67][OH:80])([CH2:71][CH2:19][OH:20])[CH2:79][CH2:73][OH:88] |f:0.1,5.6|. Procedure details: 1 mM magnesium sulphate; 3.5 mM NAD; 0.455 mM ATP: 1 U/ml. HK; 1 U/ml. glucose-6-phosphate-dehydrogenase (G-6-P-DH) (leuc.) 0.1% surface-active agent (polyethyleneglycol ether). Starting materials: CC(C)(C)NS(=O)(=O)c1ccc(-c2cn(-c3nc(-c4ccc(Cl)cc4)cc(C(F)(F)F)n3)cn2)cc1, ClCCl, O=C(O)C(F)(F)F. As a reaction SMILES: [C:1]([CH3:2])([CH3:3])([CH3:4])[NH:5][S:6](=[O:7])(=[O:8])[c:9]1[cH:10][cH:11][c:12](-[c:15]2[n:16][cH:17][n:18](-[c:20]3[n:21][c:22](-[c:30]4[cH:31][cH:32][c:33]([Cl:36])[cH:34][cH:35]4)[cH:23][c:24]([C:26]([F:27])([F:28])[F:29])[n:25]3)[cH:19]2)[cH:13][cH:14]1.[Cl:44][CH2:45][Cl:46].[F:37][C:38]([F:39])([F:40])[C:41]([OH:42])=[O:43]>>[NH2:5][S:6](=[O:7])(=[O:8])[c:9]1[cH:10][cH:11][c:12](-[c:15]2[n:16][cH:17][n:18](-[c:20]3[n:21][c:22](-[c:30]4[cH:31][cH:32][c:33]([Cl:36])[cH:34][cH:35]4)[cH:23][c:24]([C:26]([F:27])([F:28])[F:29])[n:25]3)[cH:19]2)[cH:13][cH:14]1. Product: NS(=O)(=O)c1ccc(-c2cn(-c3nc(-c4ccc(Cl)cc4)cc(C(F)(F)F)n3)cn2)cc1.